From a dataset of the Open Reaction Database (ORD), a public repository of structured organic reaction records. describe an organic reaction: reactants, conditions, products, and yield Reported procedure: The above-mentioned 4-acryloyl-2-chloro-2,3,4,5-tetrahydro-1,4-benzothiazepine (0.20 g), methanol (0.1 ml) and stannic chloride (0.31 g) were reacted in the same manner as in Experimental Example 13 to give 4-acryloyl-2-methoxy-2,3,4,5-tetrahydro-1,4-benzothiazepine (0.19 g). This compound (0.18 g) and 4-benzyl piperidine (0.19 g) were reacted in the same manner as in Experimental Example 5 to give 4-[3-[1-(4-benzyl)piperidinyl]propionyl]-2-methoxy-2,3,4,5-tetrahydro-1,4-benzothiazepine (0.25 g)... As a reaction SMILES: [C:1]([N:5]1[CH2:11][C:10]2[CH:12]=[CH:13][CH:14]=[CH:15][C:9]=2[S:8][CH:7](Cl)[CH2:6]1)(=[O:4])[CH:2]=[CH2:3].[CH3:17][OH:18]>>[C:1]([N:5]1[CH2:11][C:10]2[CH:12]=[CH:13][CH:14]=[CH:15][C:9]=2[S:8][CH:7]([O:18][CH3:17])[CH2:6]1)(=[O:4])[CH:2]=[CH2:3]. Starting materials: C(C=C)(=O)N1CC(SC2=C(C1)C=CC=C2)Cl (4-acryloyl-2-chloro-2,3,4,5-tetrahydro-1,4-benzothiazepine), stannic chloride, CO (methanol). Yields the product C(C=C)(=O)N1CC(SC2=C(C1)C=CC=C2)OC (4-acryloyl-2-methoxy-2,3,4,5-tetrahydro-1,4-benzothiazepine). The reactants are Cc1cc(C)c(C(=O)O)c(C)c1, NC1CCCC1N1CCCC1. Product: Cc1cc(C)c(C(=O)NC2CCCC2N2CCCC2)c(C)c1. RXN SMILES: [CH3:12][c:13]1[c:14]([C:15](=[O:16])[OH:17])[c:18]([CH3:23])[cH:19][c:20]([CH3:22])[cH:21]1.[N:1]1([CH:6]2[CH:7]([NH2:11])[CH2:8][CH2:9][CH2:10]2)[CH2:2][CH2:3][CH2:4][CH2:5]1>>[N:1]1([CH:6]2[CH:7]([NH:11][C:15]([c:14]3[c:13]([CH3:12])[cH:21][c:20]([CH3:22])[cH:19][c:18]3[CH3:23])=[O:16])[CH2:8][CH2:9][CH2:10]2)[CH2:2][CH2:3][CH2:4][CH2:5]1. As a reaction SMILES: C(OC([N:8]1[CH2:14][CH2:13][C:12]2[C:15]([S:20][C:21](=O)N(C)C)=[C:16]([Cl:19])[CH:17]=[CH:18][C:11]=2[CH2:10][CH2:9]1)=O)(C)(C)C.Cl.[CH2:27]([C:31]1[CH:32]=[CH:33][C:34](CCl)=[N:35][CH:36]=1)[CH2:28][CH2:29][CH3:30]>>[ClH:19].[CH2:27]([C:31]1[CH:32]=[CH:33][C:34]([CH2:21][S:20][C:15]2[C:12]3[CH2:13][CH2:14][NH:8][CH2:9][CH2:10][C:11]=3[CH:18]=[CH:17][C:16]=2[Cl:19])=[N:35][CH:36]=1)[CH2:28][CH2:29][CH3:30] |f:1.2,3.4|. Reported procedure: Use a method similar to the Example 315, using 3-tert-butoxycarbonyl-7-chloro-6-dimethylcarbamoylthio-2,3,4,5-tetrahydro-1H-benzo[d]azepine and 5-butyl-2-chloromethylpyridine hydrochloride to give the title compound as a white solid. MS (APCI+) m/z: 330 (M+H)+. Yields the product Cl.C(CCC)C=1C=CC(=NC1)CSC1=C(C=CC=2CCNCCC21)Cl (6-(5-Butylpyridin-2-ylmethylthio)-7-chloro-2,3,4,5-tetrahydro-1H-benzo[d]azepine Hydrochloride). Starting materials: C(C)(C)(C)OC(=O)N1CCC2=C(CC1)C(=C(C=C2)Cl)SC(N(C)C)=O (3-tert-butoxycarbonyl-7-chloro-6-dimethylcarbamoylthio-2,3,4,5-tetrahydro-1H-benzo[d]azepine), Cl.C(CCC)C=1C=CC(=NC1)CCl (5-butyl-2-chloromethylpyridine hydrochloride). Reactants: OCC(C(=O)OCC)(C(=O)OCC)CO (diethyl bis-(hydroxymethyl)-malonate), Br (hydrogen bromide), β,β'-dibromoisobutyric acid, C(C)(C)(C)SC(C)(C)C.[K] (potassium tert.-butylsulfide). The product is CC(C)(SCC)C(C(=O)O)C(C)(C)SCC (bis-(1,1-dimethyl-ethylthiomethyl)-acetic acid). As a reaction SMILES: OCC(CO)([C:9]([O:11]CC)=[O:10])C(OCC)=O.Br.[C:17]([S:21][C:22]([CH3:25])([CH3:24])[CH3:23])([CH3:20])(C)C.[K]>>[CH3:23][C:22]([CH:25]([C:22]([S:21][CH2:17][CH3:20])([CH3:24])[CH3:23])[C:9]([OH:11])=[O:10])([S:21][CH2:17][CH3:20])[CH3:24] |f:2.3,^1:25|. Procedure details: Synthesis analogous to Example 13. The bis-(1,1-dimethyl-ethylthiomethyl)-acetic acid was synthesized from diethyl bis-(hydroxymethyl)-malonate by reaction with hydrogen bromide and subsequent replacement of the resulting β,β'-dibromoisobutyric acid with potassium tert.-butylsulfide. The reactants are CC(=O)[O-], O=C([O-])O, CC(=O)[O-], CCC(CC)(c1ccc(C=CC2(O)CCOCC2)c(C)c1)c1ccc(B2OC(C)(C)C(C)(C)O2)c(C)c1, COC(=O)Cc1cncc(Br)c1, Cc1ccccc1, COc1cccc(OC)c1-c1ccccc1P(C1CCCCC1)C1CCCCC1, [K+], [K+], [K+], [Na+], O, O=P([O-])([O-])[O-], [Pd+2]. Yields the product CCC(CC)(c1ccc(C=CC2(O)CCOCC2)c(C)c1)c1ccc(-c2cncc(CC(=O)OC)c2)c(C)c1. RXN SMILES: [C:104]([O-:105])(=[O:106])[CH3:107].[C:87](=[O:88])([OH:89])[O-:90].[C:99]([O-:100])(=[O:101])[CH3:102].[CH2:50]([CH3:51])[C:52]([CH2:53][CH3:54])([c:55]1[cH:56][c:57]([CH3:70])[c:58]([B:61]2[O:62][C:63]([CH3:64])([CH3:65])[C:66]([CH3:67])([CH3:68])[O:69]2)[cH:59][cH:60]1)[c:71]1[cH:72][c:73]([CH3:86])[c:74]([CH:77]=[CH:78][C:79]2([OH:85])[CH2:80][CH2:81][O:82][CH2:83][CH2:84]2)[cH:75][cH:76]1.[CH3:1][O:2][C:3]([CH2:4][c:5]1[cH:6][n:7][cH:8][c:9]([Br:11])[cH:10]1)=[O:12].[CH3:92][c:93]1[cH:94][cH:95][cH:96][cH:97][cH:98]1.[CH:13]1([P:14]([CH:15]2[CH2:16][CH2:17][CH2:18][CH2:19][CH2:20]2)[c:21]2[cH:22][cH:23][cH:24][cH:25][c:26]2-[c:27]2[c:28]([O:29][CH3:30])[cH:31][cH:32][cH:33][c:34]2[O:35][CH3:36])[CH2:37][CH2:38][CH2:39][CH2:40][CH2:41]1.[K+:47].[K+:48].[K+:49].[Na+:91].[OH2:108].[P:42]([O-:43])([O-:44])([O-:45])=[O:46].[Pd+2:103]>>[CH3:1][O:2][C:3]([CH2:4][c:5]1[cH:6][n:7][cH:8][c:9](-[c:58]2[c:57]([CH3:70])[cH:56][c:55]([C:52]([CH2:50][CH3:51])([CH2:53][CH3:54])[c:71]3[cH:72][c:73]([CH3:86])[c:74]([CH:77]=[CH:78][C:79]4([OH:85])[CH2:80][CH2:81][O:82][CH2:83][CH2:84]4)[cH:75][cH:76]3)[cH:60][cH:59]2)[cH:10]1)=[O:12]. Starting materials: C[Si](C)(C)N=C=O, COCCOC, Cc1nc(C)c(S(=O)(=O)Nc2cc(-c3sc(N)nc3C)cnc2Cl)s1. Yields the product Cc1nc(C)c(S(=O)(=O)Nc2cc(-c3sc(NC(N)=O)nc3C)cnc2Cl)s1. As a reaction SMILES: [CH3:1][Si:2]([CH3:3])([CH3:4])[N:5]=[C:6]=[O:7].[CH3:33][O:34][CH2:35][CH2:36][O:37][CH3:38].[NH2:8][c:9]1[s:10][c:11](-[c:15]2[cH:16][c:17]([NH:22][S:23](=[O:24])(=[O:25])[c:26]3[c:27]([CH3:32])[n:28][c:29]([CH3:31])[s:30]3)[c:18]([Cl:21])[n:19][cH:20]2)[c:12]([CH3:14])[n:13]1>>[NH2:5][C:6](=[O:7])[NH:8][c:9]1[s:10][c:11](-[c:15]2[cH:16][c:17]([NH:22][S:23](=[O:24])(=[O:25])[c:26]3[c:27]([CH3:32])[n:28][c:29]([CH3:31])[s:30]3)[c:18]([Cl:21])[n:19][cH:20]2)[c:12]([CH3:14])[n:13]1. The reactants are O (water), [OH-].[Na+] (sodium hydroxide), O (water), C1(CCCCC1)CN1CCC(CC1)=NO (1-cyclohexylmethylpiperid-4-one oxime), resultant mixture, [H-].[Al+3].[Li+].[H-].[H-].[H-] (lithium aluminium hydride). The solvent is C(C)OCC (diethyl ether), C(C)OCC (diethyl ether). The product is C1(CCCCC1)CN1CCC(CC1)N (1-cyclohexylmethyl-4-aminopiperidine). The yield is 87.7%. RXN SMILES: [CH:1]1([CH2:7][N:8]2[CH2:13][CH2:12][C:11](=[N:14]O)[CH2:10][CH2:9]2)[CH2:6][CH2:5][CH2:4][CH2:3][CH2:2]1.[H-].[Al+3].[Li+].[H-].[H-].[H-].O.[OH-].[Na+]>C(OCC)C>[CH:1]1([CH2:7][N:8]2[CH2:13][CH2:12][CH:11]([NH2:14])[CH2:10][CH2:9]2)[CH2:2][CH2:3][CH2:4][CH2:5][CH2:6]1 |f:1.2.3.4.5.6,8.9|. Reported procedure: A solution of 1-cyclohexylmethylpiperid-4-one oxime (37.8 g; 0.18 moles) dissolved in anhydrous diethyl ether (250 ml) was added little by little to a suspension of lithium aluminium hydride (14.04 g; 0.36 moles) in anhydrous diethyl ether (200 ml). On completion of the addition, the resultant mixture was heated to the boiling point and maintained there under reflux for 12 hours, and then thoroughly cooled whilst water (14 ml), 15% (w/v) aqueous sodium hydroxide solution (14 ml) and water (42 ml...